This data is from the Open Reaction Database (ORD), a public repository of structured organic reaction records. The task is: describe an organic reaction: reactants, conditions, products, and yield The reactants are COCC/C=C/C1=C(N=C2N1C=CC=C2)C(=O)OCC (Ethyl 3-[(1E)-4-methoxybut-1-en-1-yl]imidazo[1,2-a]pyridine-2-carboxylate), [H][H] (hydrogen). Reagents/catalysts: [C].[Pd] (palladium carbon). The solvent is C(C)(=O)OCC (ethyl acetate). Run at time 12 hour. Product: COCCCCC1=C(N=C2N1CCCC2)C(=O)OCC (ethyl 3-(4-methoxybutyl)-5,6,7,8-tetrahydroimidazo[1,2-a]pyridine-2-carboxylate). Isolated yield 79.7%. As a reaction SMILES: [CH3:1][O:2][CH2:3][CH2:4]/[CH:5]=[CH:6]/[C:7]1[N:11]2[CH:12]=[CH:13][CH:14]=[CH:15][C:10]2=[N:9][C:8]=1[C:16]([O:18][CH2:19][CH3:20])=[O:17].[H][H]>C(OCC)(=O)C.[C].[Pd]>[CH3:1][O:2][CH2:3][CH2:4][CH2:5][CH2:6][C:7]1[N:11]2[CH2:12][CH2:13][CH2:14][CH2:15][C:10]2=[N:9][C:8]=1[C:16]([O:18][CH2:19][CH3:20])=[O:17] |f:3.4|. Procedure: Ethyl 3-[(1E)-4-methoxybut-1-en-1-yl]imidazo[1,2-a]pyridine-2-carboxylate (1.40 g) was dissolved in ethyl acetate (30 ml), 10% palladium carbon (50% in water) (510 mg) was added and the mixture was stirred in a hydrogen stream at ambient temperature and normal pressure for 12 hr. The catalyst was filtered off, and the filtrate was concentrated under reduced pressure. The residue was subjected to silica gel column chromatography, and a fraction eluted with ethyl acetate-methanol (5:1) was concent... Product: N[C@H](C(=O)NC1=CC(=NN1C)C1=NC(=NC=C1)NC)CC1=CC=C(C=C1)F ((2S)-2-amino-3-(4-fluorophenyl)-N-(1-methyl-3-(2-(methylamino)pyrimidin-4-yl)-1H-pyrazol-5-yl)propanamide). Reaction SMILES: [F:1][C:2]1[CH:7]=[CH:6][C:5]([CH2:8][C@H:9]([NH:27]C(=O)OC(C)(C)C)[C:10]([NH:12][C:13]2[N:17]([CH3:18])[N:16]=[C:15]([C:19]3[CH:24]=[CH:23][N:22]=[C:21]([NH:25][CH3:26])[N:20]=3)[CH:14]=2)=[O:11])=[CH:4][CH:3]=1.Cl>O1CCOCC1>[NH2:27][C@@H:9]([CH2:8][C:5]1[CH:4]=[CH:3][C:2]([F:1])=[CH:7][CH:6]=1)[C:10]([NH:12][C:13]1[N:17]([CH3:18])[N:16]=[C:15]([C:19]2[CH:24]=[CH:23][N:22]=[C:21]([NH:25][CH3:26])[N:20]=2)[CH:14]=1)=[O:11]. Reactants: FC1=CC=C(C=C1)C[C@@H](C(=O)NC1=CC(=NN1C)C1=NC(=NC=C1)NC)NC(OC(C)(C)C)=O (tert-Butyl (S)-3-(4-fluorophenyl)-1-(1-methyl-3-(2-(methylamino)pyrimidin-4-yl)-1H-pyrazol-5-ylamino)-1-oxopropan-2-ylcarbamate), FC1=CC=C(C=C1)C[C@@H](C(=O)NC1=CC(=NN1C)C1=NC(=NC=C1)NC)NC(OC(C)(C)C)=O (tert-Butyl (S)-3-(4-fluorophenyl)-1-(1-methyl-3-(2-(methylamino) pyrimidin-4-yl)-1H-pyrazol-5-ylamino)-1-oxopropan-2-ylcarbamate), Cl (hydrogen chloride), solution. Solvent: O1CCOCC1 (1,4-dioxane), O1CCOCC1 (1,4-dioxane). Procedure details: tert-Butyl (S)-3-(4-fluorophenyl)-1-(1-methyl-3-(2-(methylamino)pyrimidin-4-yl)-1H-pyrazol-5-ylamino)-1-oxopropan-2-ylcarbamate, 9.E (0.12 g, 0.26 mmol) was treated with hydrogen chloride, 4.0 M solution in 1,4-dioxane (9.32 mg, 0.256 mmol) in 1,4-dioxane (3.0 ml) at 50° C. for 1 h. LCMS showed that Boc group was removed from SM. The solvent was removed. The crude 9.F was used for next step without further purification. MS ESI (pos.) m/e: 370.1 (M+H)+. The reactants are N#CCc1cn(N)c2ccccc12, CC(C)O, Clc1ccncc1, Cl, [Na+], [Na+], O=C([O-])[O-], O. Yields the product N#CCc1cn(Nc2ccncc2)c2ccccc12. As a reaction SMILES: [C:1](#[N:2])[CH2:3][c:4]1[cH:5][n:6]([NH2:13])[c:7]2[cH:8][cH:9][cH:10][cH:11][c:12]12.[CH:29]([OH:30])([CH3:31])[CH3:32].[Cl:15][c:16]1[cH:17][cH:18][n:19][cH:20][cH:21]1.[ClH:14].[Na+:23].[Na+:24].[O-:25][C:26](=[O:27])[O-:28].[OH2:22]>>[C:1](#[N:2])[CH2:3][c:4]1[cH:5][n:6]([NH:13][c:16]2[cH:17][cH:18][n:19][cH:20][cH:21]2)[c:7]2[cH:8][cH:9][cH:10][cH:11][c:12]12. Reaction SMILES: [C:29](=[O:30])([O-:31])[O-:32].[CH3:42][N:43]([CH3:44])[CH:45]=[O:46].[Cl:1][CH2:2][CH2:3][O:4][c:5]1[c:6]([O:27][CH3:28])[cH:7][c:8]2[c:9]([O:15][c:16]3[c:17]([CH3:26])[n:18][c:19]4[n:20][cH:21][cH:22][cH:23][c:24]4[cH:25]3)[cH:10][cH:11][n:12][c:13]2[cH:14]1.[K+:33].[K+:34].[OH:35][CH:36]1[CH2:37][CH2:38][NH:39][CH2:40][CH2:41]1>>[CH2:2]([CH2:3][O:4][c:5]1[c:6]([O:27][CH3:28])[cH:7][c:8]2[c:9]([O:15][c:16]3[c:17]([CH3:26])[n:18][c:19]4[n:20][cH:21][cH:22][cH:23][c:24]4[cH:25]3)[cH:10][cH:11][n:12][c:13]2[cH:14]1)[N:39]1[CH2:38][CH2:37][CH:36]([OH:35])[CH2:41][CH2:40]1. Product: COc1cc2c(Oc3cc4cccnc4nc3C)ccnc2cc1OCCN1CCC(O)CC1. Reactants: O=C([O-])[O-], CN(C)C=O, COc1cc2c(Oc3cc4cccnc4nc3C)ccnc2cc1OCCCl, [K+], [K+], OC1CCNCC1. The reactants are 146a, BrC1=CC=C(CN2C(C(=CC=C2)OC)=O)C=C1 (1-(4-Bromobenzyl)-3-methoxypyridine-2 (1H)-one), N1=CC=C(C=C1)B(O)O (pyrdin-4-ylboronic acid), C(=O)([O-])[O-].[K+].[K+] (K2CO3). Reagents/catalysts: C=1C=CC(=CC1)[P](C=2C=CC=CC2)(C=3C=CC=CC3)[Pd]([P](C=4C=CC=CC4)(C=5C=CC=CC5)C=6C=CC=CC6)([P](C=7C=CC=CC7)(C=8C=CC=CC8)C=9C=CC=CC9)[P](C=1C=CC=CC1)(C=1C=CC=CC1)C=1C=CC=CC1 (Pd(PPh3)4). Product: N1=CC=C(C=C1)C1=CC=C(CN2C(C(=CC=C2)OC)=O)C=C1 (1-(4-(Pyridin-4-yl)benzyl)-3-methoxy-pyridine-2-one). Yield: 81.7%. Reaction SMILES: Br[C:2]1[CH:17]=[CH:16][C:5]([CH2:6][N:7]2[CH:12]=[CH:11][CH:10]=[C:9]([O:13][CH3:14])[C:8]2=[O:15])=[CH:4][CH:3]=1.[N:18]1[CH:23]=[CH:22][C:21](B(O)O)=[CH:20][CH:19]=1.C([O-])([O-])=O.[K+].[K+]>C1C=CC([P]([Pd]([P](C2C=CC=CC=2)(C2C=CC=CC=2)C2C=CC=CC=2)([P](C2C=CC=CC=2)(C2C=CC=CC=2)C2C=CC=CC=2)[P](C2C=CC=CC=2)(C2C=CC=CC=2)C2C=CC=CC=2)(C2C=CC=CC=2)C2C=CC=CC=2)=CC=1>[N:18]1[CH:23]=[CH:22][C:21]([C:2]2[CH:17]=[CH:16][C:5]([CH2:6][N:7]3[CH:12]=[CH:11][CH:10]=[C:9]([O:13][CH3:14])[C:8]3=[O:15])=[CH:4][CH:3]=2)=[CH:20][CH:19]=1 |f:2.3.4,^1:36,38,57,76|. Procedure: Reaction of 145 (0.25 g, 0.85 mmol), pyrdin-4-ylboronic acid (0.12 g, 1.02 mmol), 2M aq. K2CO3 (0.23 g, 1.69 mmol), Pd(PPh3)4 (2.5 mol %) according to method described for synthesis of 146a within 18 h afforded 203 mg of 146i (82%) of white solid. 1H NMR (400 MHz, CDCl3) δ 8.54 (dd, J=4.5, 1.6 Hz, 2H), 7.48 (m, 2H), 7.36 (m, 4H), 6.87 (dd, J=6.9, 1.7 Hz, 1H), 6.53 (dd, J=7.4, 1.6 Hz, 1H), 6.03 (t, J=7.2 Hz, 1H), 5.13 (s, 2H), 3.72 (s, 3H). 13C NMR (100 MHz, CDCl3) δ 157.82, 150.32, 150.01, 149.9...